From a dataset of the Open Reaction Database (ORD), a public repository of structured organic reaction records. describe an organic reaction: reactants, conditions, products, and yield The reactants are C([O-])([O-])=O.[K+].[K+] (potassium carbonate), BrC1=C(C=CC=C1)C1=NN=NN1C1=CC=C(C=C1)[N+](=O)[O-] (5-(2-bromophenyl)-1-(4-nitrophenyl)-1H-tetrazole), O (water), C(C)C1=NC2=CC=CC=C2C(=C1)OCC1=CC=C(C=C1)B1OCC(CO1)(C)C (2-(4-[(2-Ethylquinolin-4-yloxy)-methyl]phenyl)-5,5-dimethyl-1,3,2-dioxaborinane). Reagents/catalysts: C=1C=CC(=CC1)[P](C=2C=CC=CC2)(C=3C=CC=CC3)[Pd]([P](C=4C=CC=CC4)(C=5C=CC=CC5)C=6C=CC=CC6)([P](C=7C=CC=CC7)(C=8C=CC=CC8)C=9C=CC=CC9)[P](C=1C=CC=CC1)(C=1C=CC=CC1)C=1C=CC=CC1 (tetrakis(triphenylphosphine)palladium). Run in CO (methanol), C1(=CC=CC=C1)C (toluene), C1(=CC=CC=C1)C (toluene). Run at temperature 60 celsius. Product: C(C)C1=NC2=CC=CC=C2C(=C1)OCC1=CC=C(C=C1)C1=C(C=CC=C1)C1=NN=NN1C1=CC=C(C=C1)[N+](=O)[O-] (2-ethyl-4-[(2'-(1-(4-nitrophenyl)-1H-tetrazol-5-yl)biphenyl-4-yl)methoxy]quinoline). The yield is 58.2%. Reaction SMILES: C(=O)([O-])[O-].[K+].[K+].Br[C:8]1[CH:13]=[CH:12][CH:11]=[CH:10][C:9]=1[C:14]1[N:18]([C:19]2[CH:24]=[CH:23][C:22]([N+:25]([O-:27])=[O:26])=[CH:21][CH:20]=2)[N:17]=[N:16][N:15]=1.O.[CH2:29]([C:31]1[CH:40]=[C:39]([O:41][CH2:42][C:43]2[CH:48]=[CH:47][C:46](B3OCC(C)(C)CO3)=[CH:45][CH:44]=2)[C:38]2[C:33](=[CH:34][CH:35]=[CH:36][CH:37]=2)[N:32]=1)[CH3:30]>C1C=CC([P]([Pd]([P](C2C=CC=CC=2)(C2C=CC=CC=2)C2C=CC=CC=2)([P](C2C=CC=CC=2)(C2C=CC=CC=2)C2C=CC=CC=2)[P](C2C=CC=CC=2)(C2C=CC=CC=2)C2C=CC=CC=2)(C2C=CC=CC=2)C2C=CC=CC=2)=CC=1.C1(C)C=CC=CC=1.CO>[CH2:29]([C:31]1[CH:40]=[C:39]([O:41][CH2:42][C:43]2[CH:48]=[CH:47][C:46]([C:8]3[CH:13]=[CH:12][CH:11]=[CH:10][C:9]=3[C:14]3[N:18]([C:19]4[CH:24]=[CH:23][C:22]([N+:25]([O-:27])=[O:26])=[CH:21][CH:20]=4)[N:17]=[N:16][N:15]=3)=[CH:45][CH:44]=2)[C:38]2[C:33](=[CH:34][CH:35]=[CH:36][CH:37]=2)[N:32]=1)[CH3:30] |f:0.1.2,^1:60,62,81,100|. Procedure: A mixture of potassium carbonate (1.08 g; 7.8 mmol), 5-(2-bromophenyl)-1-(4-nitrophenyl)-1H-tetrazole (1.16 g; 3.2 mmol) water (10 ml), toluene (10 ml), and methanol (10 ml) was heated to 60° C. to give a clear solution. 2-(4-[(2-Ethylquinolin-4-yloxy)-methyl]phenyl)-5,5-dimethyl-1,3,2-dioxaborinane (1.0 g; 2.6 mmol) and tetrakis(triphenylphosphine)palladium (0.06 g; 0.05 mmol) were added and the reaction mixture heated at reflux for 6 hours. The mixture was allowed to cool and further toluene (... RXN SMILES: [CH2:38]1[O:39][CH2:40][CH2:41][CH2:42]1.[F:1][c:2]1[cH:3][c:4]2[c:5](=[O:35])[c:6]([C:30](=[O:31])[O:32][CH2:33][CH3:34])[cH:7][n:8](-[c:23]3[cH:24][cH:25][c:26]([F:29])[cH:27][cH:28]3)[c:9]2[c:10]([F:22])[c:11]1[N:12]1[CH2:13][CH:14]([n:17]2[n:18][n:19][cH:20][cH:21]2)[CH2:15][CH2:16]1.[Na+:37].[OH-:36]>>[F:1][c:2]1[cH:3][c:4]2[c:5](=[O:35])[c:6]([C:30](=[O:31])[OH:32])[cH:7][n:8](-[c:23]3[cH:24][cH:25][c:26]([F:29])[cH:27][cH:28]3)[c:9]2[c:10]([F:22])[c:11]1[N:12]1[CH2:13][CH:14]([n:17]2[n:18][n:19][cH:20][cH:21]2)[CH2:15][CH2:16]1. Yields the product O=C(O)c1cn(-c2ccc(F)cc2)c2c(F)c(N3CCC(n4ccnn4)C3)c(F)cc2c1=O. The reactants are C1CCOC1, CCOC(=O)c1cn(-c2ccc(F)cc2)c2c(F)c(N3CCC(n4ccnn4)C3)c(F)cc2c1=O, [Na+], [OH-]. Reactants: Cc1nccn1CCCC1CCN(C=O)CC1, Cl, C1COCCO1. Yields the product Cc1nccn1CCCC1CCNCC1. As a reaction SMILES: [CH3:1][c:2]1[n:3]([CH2:7][CH2:8][CH2:9][CH:10]2[CH2:11][CH2:12][N:13]([CH:16]=[O:17])[CH2:14][CH2:15]2)[cH:4][cH:5][n:6]1.[ClH:24].[O:18]1[CH2:19][CH2:20][O:21][CH2:22][CH2:23]1>>[CH3:1][c:2]1[n:3]([CH2:7][CH2:8][CH2:9][CH:10]2[CH2:11][CH2:12][NH:13][CH2:14][CH2:15]2)[cH:4][cH:5][n:6]1. The reactants are C(C)(C)(C)OC(=O)N[C@]1([C@@H](C1)CCO)C(=O)OCC ((1R,2S)-ethyl 1-(tert-butoxycarbonylamino)-2-(2-hydroxyethyl)cyclopropanecarboxylate), CC(=O)OI1(C=2C=CC=CC2C(=O)O1)(OC(=O)C)OC(=O)C (Dess-Martin periodinane). Run in C(Cl)Cl (DCM). Run at time 8 hour. The product is heaxane-EtOAc, C(C)(C)(C)OC(=O)N[C@]1([C@@H](C1)CC=O)C(=O)OCC ((1R,2S)-ethyl 1-(tert-butoxycarbonylamino)-2-(2-oxoethyl)cyclopropanecarboxylate). Isolated yield 63.9%. RXN SMILES: [C:1]([O:5][C:6]([NH:8][C@:9]1([C:15]([O:17][CH2:18][CH3:19])=[O:16])[CH2:11][C@H:10]1[CH2:12][CH2:13][OH:14])=[O:7])([CH3:4])([CH3:3])[CH3:2].CC(OI1(OC(C)=O)(OC(C)=O)OC(=O)C2C=CC=CC1=2)=O>C(Cl)Cl>[C:1]([O:5][C:6]([NH:8][C@:9]1([C:15]([O:17][CH2:18][CH3:19])=[O:16])[CH2:11][C@H:10]1[CH2:12][CH:13]=[O:14])=[O:7])([CH3:3])([CH3:4])[CH3:2]. Procedure details: To a solution of (1R,2S)-ethyl 1-(tert-butoxycarbonylamino)-2-(2-hydroxyethyl)cyclopropanecarboxylate (9.70 g, 35.5 mmol) in DCM (300 ml) at 0° C. was added Dess-Martin periodinane (18.06 g, 42.6 mmol). The formed slurry was stirred at room temperature overnight. The reaction mixture was filtered through celite. The resulting filtrated was concentrated and this process was repeated one more time. Residue was purified by a silica gel column, eluted with 8:1, 4:1, 3:1, then 2:1 heaxane-EtOAc to yi... Starting materials: C(C)(C)OC(N(C)[C@@H]1CN(CC1)C=1C=CC=2N(N1)C(=CN2)Br)=O ([(S)-1-(3-Bromo-imidazo[1,2-b]pyridazin-6-yl)-pyrrolidin-3-yl]-methyl-carbamic acid isopropyl ester), O (water), FC=1C=CC(=C(C1)B(O)O)OC (5-fluoro-2-methoxy phenyl boronic acid), C([O-])([O-])=O.[K+].[K+] (potassium carbonate). Reagents/catalysts: C1=CC=C(C=C1)P([C-]2C=CC=C2)C3=CC=CC=C3.C1=CC=C(C=C1)P([C-]2C=CC=C2)C3=CC=CC=C3.Cl[Pd]Cl.[Fe+2].ClCCl (Pd(dppf)Cl2 dichloromethane). The solvent is C(C)#N (acetonitrile). Product: C(C)(C)OC(N(C)[C@@H]1CN(CC1)C=1C=CC=2N(N1)C(=CN2)C2=C(C=CC(=C2)F)OC)=O ((S)-isopropyl(1-(3-(5-fluoro-2-methoxyphenyl)imidazo[1,2-b]pyridazin-6-yl)pyrrolidin-3-yl)(methyl)carbamate). Yield: 40.5%. As a reaction SMILES: [CH:1]([O:4][C:5](=[O:23])[N:6]([C@H:8]1[CH2:12][CH2:11][N:10]([C:13]2[CH:14]=[CH:15][C:16]3[N:17]([C:19](Br)=[CH:20][N:21]=3)[N:18]=2)[CH2:9]1)[CH3:7])([CH3:3])[CH3:2].[F:24][C:25]1[CH:26]=[CH:27][C:28]([O:34][CH3:35])=[C:29](B(O)O)[CH:30]=1.C(=O)([O-])[O-].[K+].[K+].O>C(#N)C.C1C=CC(P(C2C=CC=CC=2)[C-]2C=CC=C2)=CC=1.C1C=CC(P(C2C=CC=CC=2)[C-]2C=CC=C2)=CC=1.Cl[Pd]Cl.[Fe+2].ClCCl>[CH:1]([O:4][C:5](=[O:23])[N:6]([C@H:8]1[CH2:12][CH2:11][N:10]([C:13]2[CH:14]=[CH:15][C:16]3[N:17]([C:19]([C:27]4[CH:26]=[C:25]([F:24])[CH:30]=[CH:29][C:28]=4[O:34][CH3:35])=[CH:20][N:21]=3)[N:18]=2)[CH2:9]1)[CH3:7])([CH3:3])[CH3:2] |f:2.3.4,7.8.9.10.11|. Procedure: [(S)-1-(3-Bromo-imidazo[1,2-b]pyridazin-6-yl)-pyrrolidin-3-yl]-methyl-carbamic acid isopropyl ester (120 mg, 0.3 mmol), 5-fluoro-2-methoxy phenyl boronic acid (107 mg, 0.6 mmol), potassium carbonate (65 mg, 0.45 mmol), and Pd(dppf)Cl2 dichloromethane (26 mg, 0.03 mmol) were taken up in 2 mL acetonitrile and 1 mL water and microwaved in a sealed tube at 140° C. for 15 minutes. Reaction was then filtered through celite with acetonitrile reduced in vacuo, then purified on shimadzu neutral phase pre... Reactants: CCOC(=O)CN1C(=O)COc2cc(OC)c(C(F)(F)F)cc21, [Li+], C1CCOC1, [OH-], O. Yields the product COc1cc2c(cc1C(F)(F)F)N(CC(=O)O)C(=O)CO2. Reaction SMILES: [CH3:1][O:2][c:3]1[cH:4][c:5]2[c:6]([cH:18][c:19]1[C:20]([F:21])([F:22])[F:23])[N:7]([CH2:12][C:13](=[O:14])[O:15][CH2:16][CH3:17])[C:8](=[O:11])[CH2:9][O:10]2.[Li+:25].[O:26]1[CH2:27][CH2:28][CH2:29][CH2:30]1.[OH-:24].[OH2:31]>>[CH3:1][O:2][c:3]1[cH:4][c:5]2[c:6]([cH:18][c:19]1[C:20]([F:21])([F:22])[F:23])[N:7]([CH2:12][C:13](=[O:14])[OH:15])[C:8](=[O:11])[CH2:9][O:10]2. Reactants: CC(=O)OC(C)=O, N#Cc1ccc(N)cc1, O. RXN SMILES: [CH3:10][C:11](=[O:12])[O:13][C:14](=[O:15])[CH3:16].[NH2:1][c:2]1[cH:3][cH:4][c:5]([C:6]#[N:7])[cH:8][cH:9]1.[OH2:17]>>[NH:1]([c:2]1[cH:3][cH:4][c:5]([C:6]#[N:7])[cH:8][cH:9]1)[C:11]([CH3:10])=[O:12]. Yields the product CC(=O)Nc1ccc(C#N)cc1.